This data is from the Open Reaction Database (ORD), a public repository of structured organic reaction records. The task is: describe an organic reaction: reactants, conditions, products, and yield Reactants: C(O)([O-])=O.[Na+] (sodium hydrogencarbonate), C(C)(C)NC(C)C (Diisopropylamine), Cl (hydrochloric acid), C1(=CC=CC=C1)C(=CCCCCC(=O)OC)C=1C=NC=CC1 (methyl 7-phenyl-7-(3-pyridyl)-6-heptenoate). Solvent: CC(=O)C (acetone), O1CCCC1 (tetrahydrofuran), O1CCCC1 (tetrahydrofuran). Run at temperature -70 celsius, time 5 minute. Product: OC(C)(C)C(C(=O)OC)CCC\C=C(\C=1C=NC=CC1)/C1=CC=CC=C1 (methyl (E)-2-(1-hydroxy-1-methylethyl)- 7-phenyl-7-(3-pyridyl)-6-heptenoate). Reaction SMILES: [CH:1](NC(C)C)([CH3:3])[CH3:2].[C:8]1([C:14]([C:24]2[CH:25]=[N:26][CH:27]=[CH:28][CH:29]=2)=[CH:15][CH2:16][CH2:17][CH2:18][CH2:19][C:20]([O:22][CH3:23])=[O:21])[CH:13]=[CH:12][CH:11]=[CH:10][CH:9]=1.Cl.C(=O)([O-])[OH:32].[Na+]>O1CCCC1.CC(C)=O>[OH:32][C:1]([CH:19]([CH2:18][CH2:17][CH2:16]/[CH:15]=[C:14](\[C:8]1[CH:13]=[CH:12][CH:11]=[CH:10][CH:9]=1)/[C:24]1[CH:25]=[N:26][CH:27]=[CH:28][CH:29]=1)[C:20]([O:22][CH3:23])=[O:21])([CH3:3])[CH3:2] |f:3.4|. Procedure: Diisopropylamine (0.8 g, 8 mmole) was dissolved in tetrahydrofuran (10 ml) under argon, and the solution was cooled at -70° C., followed by adding dropwise 1.6M n-butyl lithium-hexane solution (5 ml) and stirring for 5 minutes. A tetrahydrofuran (2 ml) solution containing methyl 7-phenyl-7-(3-pyridyl)-6-heptenoate (1.19 g, 4 mmole) was added dropwise to the reaction solution. After stirring for 15 minutes under the same reaction conditions, acetone (0.5 ml) was added, and the reaction was carrie... Starting materials: CCO, CN1C(=O)C(F)(F)CN(C2CCCC2)c2nc(Cl)ncc21, Cl, COc1cc(C(=O)O)ccc1N, O. Yields the product COc1cc(C(=O)O)ccc1Nc1ncc2c(n1)N(C1CCCC1)CC(F)(F)C(=O)N2C. RXN SMILES: [CH2:36]([OH:37])[CH3:38].[Cl:1][c:2]1[n:3][cH:4][c:5]2[c:6]([n:21]1)[N:7]([CH:16]1[CH2:17][CH2:18][CH2:19][CH2:20]1)[CH2:8][C:9]([F:14])([F:15])[C:10](=[O:13])[N:11]2[CH3:12].[ClH:34].[NH2:22][c:23]1[c:24]([O:32][CH3:33])[cH:25][c:26]([C:27](=[O:28])[OH:29])[cH:30][cH:31]1.[OH2:35]>>[c:2]1([NH:22][c:23]2[c:24]([O:32][CH3:33])[cH:25][c:26]([C:27](=[O:28])[OH:29])[cH:30][cH:31]2)[n:3][cH:4][c:5]2[c:6]([n:21]1)[N:7]([CH:16]1[CH2:17][CH2:18][CH2:19][CH2:20]1)[CH2:8][C:9]([F:14])([F:15])[C:10](=[O:13])[N:11]2[CH3:12]. The reactants are ClC1=C(C(=O)C2=C(C=CC=C2)C=2NCCN2)C=CC=C1 (2-[2-(2-chlorobenzoyl)phenyl]-2-imidazoline), Cl (hydrogen chloride), CO (methanol). Solvent: CCOCC (ether). The product is Cl.ClC1=C(C(=O)C2=C(C=CC=C2)C=2NCCN2)C=CC=C1 (2-[2-(2-chlorobenzoyl)-phenyl]-2-imidazoline hydrochloride). As a reaction SMILES: [Cl:1][C:2]1[CH:20]=[CH:19][CH:18]=[CH:17][C:3]=1[C:4]([C:6]1[CH:11]=[CH:10][CH:9]=[CH:8][C:7]=1[C:12]1[NH:13][CH2:14][CH2:15][N:16]=1)=[O:5].Cl.CO>CCOCC>[ClH:1].[Cl:1][C:2]1[CH:20]=[CH:19][CH:18]=[CH:17][C:3]=1[C:4]([C:6]1[CH:11]=[CH:10][CH:9]=[CH:8][C:7]=1[C:12]1[NH:16][CH2:15][CH2:14][N:13]=1)=[O:5] |f:4.5|. Procedure details: To a hot solution of 6.0 g. (21.2 moles) of 2-[2-(2-chlorobenzoyl)phenyl]-2-imidazoline in 25 ml. of 6 N methanolic hydrogen chloride and 35 ml. of methanol was added 200 ml. of ether and the solution cooled. Filtration gave 2-[2-(2-chlorobenzoyl)-phenyl]-2-imidazoline hydrochloride, m.p. 178°-180° dec. Dilution of the mother liquors with 200 ml. of ether followed by cooling and filtering afforded an additional quantity of hydrochloride. Recrystallization from methanol-ether gave colorless prism... Reactants: O=CN1c2ccccc2Sc2ccccc21, O=S(=O)(O)Cl. Yields the product O=CN1c2ccccc2Sc2ccc(S(=O)(=O)O)cc21. RXN SMILES: [CH:6](=[O:7])[N:8]1[c:9]2[cH:10][cH:11][cH:12][cH:13][c:14]2[S:15][c:16]2[cH:17][cH:18][cH:19][cH:20][c:21]21.[Cl:1][S:2](=[O:3])(=[O:4])[OH:5]>>[S:2](=[O:3])(=[O:4])([OH:5])[c:11]1[cH:10][c:9]2[c:14]([cH:13][cH:12]1)[S:15][c:16]1[cH:17][cH:18][cH:19][cH:20][c:21]1[N:8]2[CH:6]=[O:7]. Starting materials: COC=C1C(=O)OC(C)(C)OC1=O, CC#N, NC1=CC(=O)CC(c2ccccc2)C1. Yields the product CC1(C)OC(=O)C(=CNC2=CC(=O)CC(c3ccccc3)C2)C(=O)O1. RXN SMILES: [CH3:1][O:2][CH:3]=[C:4]1[C:5](=[O:13])[O:6][C:7]([CH3:11])([CH3:12])[O:8][C:9]1=[O:10].[CH3:28][C:29]#[N:30].[NH2:14][C:15]1=[CH:16][C:17](=[O:27])[CH2:18][CH:19]([c:21]2[cH:22][cH:23][cH:24][cH:25][cH:26]2)[CH2:20]1>>[CH:3](=[C:4]1[C:5](=[O:13])[O:6][C:7]([CH3:11])([CH3:12])[O:8][C:9]1=[O:10])[NH:14][C:15]1=[CH:16][C:17](=[O:27])[CH2:18][CH:19]([c:21]2[cH:22][cH:23][cH:24][cH:25][cH:26]2)[CH2:20]1. The reactants are C(C(=C)C)(=O)OCC(CC)O (2-hydroxybutyl methacrylate), C(C(=C)C)(=O)OCCCCO (4-hydroxybutyl methacrylate). As a reaction SMILES: [C:1]([O:6][CH2:7][CH:8]([OH:11])[CH2:9]C)(=[O:5])[C:2]([CH3:4])=[CH2:3].C(OCCCCO)(=[O:16])C(C)=C>>[C:1]([O:6][CH2:7][CH:8]([OH:11])[CH2:9][OH:16])(=[O:5])[C:2]([CH3:4])=[CH2:3]. Reported procedure: 2-hydroxybutyl methacrylate; 4-hydroxybutyl methacrylate; Product: C(C(=C)C)(=O)OCC(CO)O (2,3-dihydroxypropyl methacrylate). The reactants are [OH-].[Na+] (NaOH), C1(=CC=CC=C1)S(=O)(=O)N1C=CC=2C(=NC=CC21)C=2N=C(C1=C(N2)SC(=N1)CN1CCN(CC1)C(C(=O)N)(C)C)N1CCOCC1 (2-{4-[5-(1-benzenesulfonyl-1H-pyrrolo[3,2-c]pyridin-4-yl)-7-morpholin-4-yl-thiazolo[5,4-d]pyrimidin-2-ylmethyl]-piperazin-1-yl}isobutyramide). The solvent is O1CCOCC1 (1,4-dioxane), IMS. Reaction conditions: time 45 minute. The product is CC(C(=O)N)(C)N1CCN(CC1)CC=1SC=2N=C(N=C(C2N1)N1CCOCC1)C1=NC=CC2=C1C=CN2 (2-methyl-2-(4-((7-morpholino-5-(1H-pyrrolo[3,2-c]pyridin-4-yl)thiazolo[5,4-d]pyrimidin-2-yl)methyl)piperazin-1-yl)propanamide). Isolated yield 23.0%. Reaction SMILES: [OH-].[Na+].C1(S([N:12]2[C:20]3[CH:19]=[CH:18][N:17]=[C:16]([C:21]4[N:22]=[C:23]([N:43]5[CH2:48][CH2:47][O:46][CH2:45][CH2:44]5)[C:24]5[N:29]=[C:28]([CH2:30][N:31]6[CH2:36][CH2:35][N:34]([C:37]([CH3:42])([CH3:41])[C:38]([NH2:40])=[O:39])[CH2:33][CH2:32]6)[S:27][C:25]=5[N:26]=4)[C:15]=3[CH:14]=[CH:13]2)(=O)=O)C=CC=CC=1>O1CCOCC1>[CH3:42][C:37]([N:34]1[CH2:33][CH2:32][N:31]([CH2:30][C:28]2[S:27][C:25]3[N:26]=[C:21]([C:16]4[C:15]5[CH:14]=[CH:13][NH:12][C:20]=5[CH:19]=[CH:18][N:17]=4)[N:22]=[C:23]([N:43]4[CH2:48][CH2:47][O:46][CH2:45][CH2:44]4)[C:24]=3[N:29]=2)[CH2:36][CH2:35]1)([CH3:41])[C:38]([NH2:40])=[O:39] |f:0.1|. Procedure details: A degassed solution of 2-[4-(7-morpholin-4-yl-5-(tributylstannanyl)thiazolo[5,4-d]pyrimidin-2-ylmethyl)piperazin-1-yl]isobutyramide (250 mg, 0.36 mmol), 1-benzenesulfonyl-4-bromo-1H-pyrrolo[3,2-c]pyridine (130 mg, 0.39 mmol), PdCl2{PtBu2(Ph-p-Nme2)}2 (26 mg, 0.036 mmol) and copper(I) thiophene-2-carboxylate (14 mg, 0.07 mmol) in 1,4-dioxane (4 mL) was subjected to microwave irradiation at 140° C. for 20 minutes. The reaction mixture was cooled to ambient temperature and loaded onto an Isolute® S...